Dataset: the Open Reaction Database (ORD), a public repository of structured organic reaction records. Task: describe an organic reaction: reactants, conditions, products, and yield Reactants: CCC1(CC)CCC(c2ccccc2N2CCN(C(=O)OC(C)(C)C)CC2)CC1, O=C([O-])[O-], CCOC(C)=O, ClCCl, [K+], [K+], O, O=C(O)C(F)(F)F. The product is CCC1(CC)CCC(c2ccccc2N2CCNCC2)CC1. As a reaction SMILES: [C:1]([O:2][C:3](=[O:4])[N:8]1[CH2:9][CH2:10][N:11]([c:14]2[c:15]([CH:20]3[CH2:21][CH2:22][C:23]([CH2:26][CH3:27])([CH2:28][CH3:29])[CH2:24][CH2:25]3)[cH:16][cH:17][cH:18][cH:19]2)[CH2:12][CH2:13]1)([CH3:5])([CH3:6])[CH3:7].[C:40](=[O:41])([O-:42])[O-:43].[CH3:47][CH2:48][O:49][C:50](=[O:51])[CH3:52].[Cl:37][CH2:38][Cl:39].[K+:44].[K+:45].[OH2:46].[OH:30][C:31]([C:32]([F:33])([F:34])[F:35])=[O:36]>>[NH:8]1[CH2:9][CH2:10][N:11]([c:14]2[c:15]([CH:20]3[CH2:21][CH2:22][C:23]([CH2:26][CH3:27])([CH2:28][CH3:29])[CH2:24][CH2:25]3)[cH:16][cH:17][cH:18][cH:19]2)[CH2:12][CH2:13]1. Reactants: C1(CCCCC1)N=C=NC1CCCCC1 (dicyclohexylcarbodiimide), N[C@@H](CCC(N)=O)C(=O)O (L-Gln), Cl (HCl), N([C@@H](C)C(=O)O)C(=O)OCC1=CC=CC=C1 (Z-L-Ala), ON1C(CCC1=O)=O (N-hydroxysuccinimide). Run in O1CCOCC1 (dioxane), C(O)([O-])=O.[Na+] (sodium hydrogencarbonate), O1CCOCC1 (dioxane), O1CCOCC1 (dioxane). Reaction conditions: time 5 hour. The product is C(=O)(OCC1=CC=CC=C1)N[C@@H](C)C(=O)N[C@@H](CCC(N)=O)C(=O)O (N-carbobenzoxy-L-alanyl-L-glutamine). Isolated yield 44.6%. Reaction SMILES: [NH:1]([C:7]([O:9][CH2:10][C:11]1[CH:16]=[CH:15][CH:14]=[CH:13][CH:12]=1)=[O:8])[C@H:2]([C:4]([OH:6])=O)[CH3:3].ON1C(=O)CCC1=O.C1(N=C=NC2CCCCC2)CCCCC1.[NH2:40][C@H:41]([C:47]([OH:49])=[O:48])[CH2:42][CH2:43][C:44](=[O:46])[NH2:45].Cl>O1CCOCC1.C(=O)([O-])O.[Na+]>[C:7]([NH:1][C@H:2]([C:4]([NH:40][C@H:41]([C:47]([OH:49])=[O:48])[CH2:42][CH2:43][C:44](=[O:46])[NH2:45])=[O:6])[CH3:3])([O:9][CH2:10][C:11]1[CH:16]=[CH:15][CH:14]=[CH:13][CH:12]=1)=[O:8] |f:6.7|. Procedure details: Into a 300 mol round bottom flask were charged 10 g (44.8 mmol) of Z-L-Ala and 5.2 g (45.2 mmol) of N-hydroxysuccinimide, and the contents were dissolved in 100 ml of dioxane. Then, a solution of 9.2 g (44.7 mmol) of dicyclohexylcarbodiimide in 40 ml of dioxane was added dropwise, while the temperature of the reaction mixture wa maintained at 25° to 20° C. After the reaction had been allowed to proceed for 5 hours, precipitated dicyclohexylurea was filtered off. On the other hand, 7.2 g (50 mmol...